This data is from the Open Reaction Database (ORD), a public repository of structured organic reaction records. The task is: describe an organic reaction: reactants, conditions, products, and yield The reactants are [Al+3], ClCCl, COc1cccc(O)c1, [Cl-], [Cl-], [Cl-], O=C(Cl)Oc1ccccc1, Cl, O. Product: COc1ccc(C(=O)Oc2ccccc2)c(O)c1. As a reaction SMILES: [Al+3:11].[CH2:26]([Cl:27])[Cl:28].[CH3:1][O:2][c:3]1[cH:4][cH:5][cH:6][c:7]([OH:8])[cH:9]1.[Cl-:10].[Cl-:12].[Cl-:13].[Cl:14][C:15](=[O:16])[O:17][c:18]1[cH:19][cH:20][cH:21][cH:22][cH:23]1.[ClH:24].[OH2:25]>>[CH3:1][O:2][c:3]1[cH:4][cH:5][c:6]([C:15](=[O:16])[O:17][c:18]2[cH:19][cH:20][cH:21][cH:22][cH:23]2)[c:7]([OH:8])[cH:9]1.